describe an organic reaction: reactants, conditions, products, and yield From a dataset of the Open Reaction Database (ORD), a public repository of structured organic reaction records. Conditions: time 1.5 hour. RXN SMILES: [CH:1]1([C:4]2[O:8][N:7]=[C:6]([C:9]3[N:10]=[CH:11][N:12]4[C:21]5[C:16](=[CH:17][CH:18]=[CH:19][CH:20]=5)[NH:15][CH2:14][C:13]=34)[N:5]=2)[CH2:3][CH2:2]1.[Cl:22][C:23]1[CH:31]=[CH:30][CH:29]=[CH:28][C:24]=1[C:25](Cl)=[O:26].CN(C1C=CC=CN=1)C.C(N(C(C)C)CC)(C)C>C1COCC1>[Cl:22][C:23]1[CH:31]=[CH:30][CH:29]=[CH:28][C:24]=1[C:25]([N:15]1[C:16]2[C:21](=[CH:20][CH:19]=[CH:18][CH:17]=2)[N:12]2[CH:11]=[N:10][C:9]([C:6]3[N:5]=[C:4]([CH:1]4[CH2:3][CH2:2]4)[O:8][N:7]=3)=[C:13]2[CH2:14]1)=[O:26]. Starting materials: C1(CC1)C1=NC(=NO1)C=1N=CN2C1CNC1=CC=CC=C21 (3-(5-Cyclopropyl-1,2,4-oxadiazol-3-yl)-4,5-dihydroimidazo[1,5-a]quinoxaline), C(C)(C)N(CC)C(C)C (diisopropylethylamine), ClC1=C(C(=O)Cl)C=CC=C1 (2-chlorobenzoyl chloride), CN(C)C1=NC=CC=C1 (dimethylaminopyridine). Run in C1CCOC1 (THF). Procedure details: A slurry consisting of 3-(5-cyclopropyl-1,2,4-oxadiazol-3-yl)-4,5-dihydroimidazo[1,5-a]quinoxaline (XXXIII, EXAMPLE 88, 0.492 g), 2-chlorobenzoyl chloride (0.268 ml), dimethylaminopyridine (0.0538 g), diisopropylethylamine (0.368 g), and THF (9 ml) is stirred at 20°-25° for 1.5 hr. The mixture is then partitioned between ethyl acetate, aqueous sodium bicarbonate, and saline. The product is poorly soluble in both the organic and aqueous phases, filtration of the extraction solvents gives addition... The product is ClC1=C(C(=O)N2CC=3N(C4=CC=CC=C24)C=NC3C3=NOC(=N3)C3CC3)C=CC=C1 (5-[(2-Chloro)benzoyl]-3-(5-cyclopropyl-1,2,4-oxadiazol-3-yl)-4,5-dihydroimidazo[1,5-a]quinoxaline). Reactants: OC1=CC=C(C=C1)C1CCC(CC1)=O (4-(4-hydroxyphenyl)cyclohexanone), CN (methylamine). Solvent: O1CCCC1 (tetrahydrofuran), O1CCCC1 (tetrahydrofuran). Run at time 1 hour. The product is OC1=CC=C(C=C1)[C@@H]1CC[C@H](CC1)NC (trans-4-(4-hydroxyphenyl)-N-methylcyclohexanamine). RXN SMILES: [OH:1][C:2]1[CH:7]=[CH:6][C:5]([CH:8]2[CH2:13][CH2:12][C:11](=O)[CH2:10][CH2:9]2)=[CH:4][CH:3]=1.[CH3:15][NH2:16]>O1CCCC1>[OH:1][C:2]1[CH:7]=[CH:6][C:5]([C@H:8]2[CH2:13][CH2:12][C@H:11]([NH:16][CH3:15])[CH2:10][CH2:9]2)=[CH:4][CH:3]=1. Reported procedure: A mixture of 4-(4-hydroxyphenyl)cyclohexanone (3 g) in tetrahydrofuran (20 mL) and a solution of methylamine in tetrahydrofuran (7.9 mL, 2 M) is stirred overnight at room temperature, concentrated under reduced pressure, dissolved in a mixture of dichloromethane and methanol (30 mL, 1/1) and cooled at a temperature close to 0° C. Sodium borohydride (822 mg) is added portionwise and the mixture is stirred at room temperature for one hour. The precipitate is filtered and washed with diethyl oxide ... Starting materials: NC1=CC=C(C=C1)O (4-Amino-phenol), [H-].[Na+] (NaH), [H][H] (hydrogen), FC1=NC=NC(=C1)F (4,6-difluoro-pyrimidine). Solvent: O1CCOCC1 (dioxane), O1CCOCC1 (dioxane). Reaction conditions: time 1.5 hour. The product is FC1=CC(=NC=N1)OC1=CC=C(C=C1)N (4-(6-Fluoro-pyrimidin-4-yloxy)-phenylamine). RXN SMILES: [NH2:1][C:2]1[CH:7]=[CH:6][C:5]([OH:8])=[CH:4][CH:3]=1.[H-].[Na+].[H][H].[F:13][C:14]1[CH:19]=[C:18](F)[N:17]=[CH:16][N:15]=1>O1CCOCC1>[F:13][C:14]1[N:15]=[CH:16][N:17]=[C:18]([O:8][C:5]2[CH:6]=[CH:7][C:2]([NH2:1])=[CH:3][CH:4]=2)[CH:19]=1 |f:1.2|. Reported procedure: 4-Amino-phenol (0.135 g, 1.21 mmol) is added in one portion to a suspension of NaH (60% free-flowing powder moistened with oil, 58.2 mg, 1.45 mmol, 1.2 equiv) in dioxane abs. (1.4 mL), under an argon atmosphere. When hydrogen evolution subsides, a solution of 4,6-difluoro-pyrimidine (0.141 g, 1.21 mmol) in dioxane (0.4 mL) Is added. The resulting dark mixture is stirred for 1.5 h at rt, quenched by addition of MeOH (2 mL) and concentrated in vacuo. After addition of CH2Cl2, the resulting suspens... The reactants are CCSc1ccc(C(=CC2CCCC2)C(=O)O)cn1, Cl, Nc1ncc(F)s1. Product: CCSc1ccc(C(=CC2CCCC2)C(=O)Nc2ncc(F)s2)cn1. RXN SMILES: [CH:1]1([CH:6]=[C:7]([C:8](=[O:9])[OH:10])[c:11]2[cH:12][n:13][c:14]([S:17][CH2:18][CH3:19])[cH:15][cH:16]2)[CH2:2][CH2:3][CH2:4][CH2:5]1.[ClH:20].[F:21][c:22]1[cH:23][n:24][c:25]([NH2:27])[s:26]1>>[CH:1]1([CH:6]=[C:7]([C:8](=[O:10])[NH:27][c:25]2[n:24][cH:23][c:22]([F:21])[s:26]2)[c:11]2[cH:12][n:13][c:14]([S:17][CH2:18][CH3:19])[cH:15][cH:16]2)[CH2:2][CH2:3][CH2:4][CH2:5]1. The reactants are BrC1=C2CCC(C2=CC=C1)(C1=CC=CC=C1)OC (4-bromo-1-methoxy-1-phenylindane), [Li]CCCC (nBuLi), C(C)(=O)O (acetic acid), OO (H2O2), C(C)(C)OB(OC(C)C)OC(C)C (triisopropylborate). Solvent: O (water), C1CCOC1 (THF), hexanes. Run at temperature -78 celsius, time 1 hour. The product is C1(=CC=CC=C1)C1=CCC2=C(C=CC=C12)O (3-phenyl-1H-inden-7-ol). RXN SMILES: Br[C:2]1[CH:10]=[CH:9][CH:8]=[C:7]2[C:3]=1[CH2:4][CH2:5][C:6]2(OC)[C:11]1[CH:16]=[CH:15][CH:14]=[CH:13][CH:12]=1.[Li]CCCC.C([O:27]B(OC(C)C)OC(C)C)(C)C.C(O)(=O)C.OO>C1COCC1.O>[C:11]1([C:6]2[C:7]3[C:3](=[C:2]([OH:27])[CH:10]=[CH:9][CH:8]=3)[CH2:4][CH:5]=2)[CH:16]=[CH:15][CH:14]=[CH:13][CH:12]=1. Procedure: Under an argon atmosphere, to a solution of 21.0 g (69.3 mmol) of 4-bromo-1-methoxy-1-phenylindane in 200 ml of THF, 27.7 ml of 2.5 M nBuLi (69.3 mmol) in hexanes was added with vigorous stirring for 1 hour at −78° C. Then, 24.0 ml (19.5 g, 104 mmol) of triisopropylborate was added at this temperature. The resulting mixture was slowly warmed to ambient temperature, and then 5.96 ml (6.25 g, 104 mmol) of glacial acetic acid was added. The resulting mixture was cooled to 0° C., and then 14.7 ml of... Reactants: O[Li].O (LiOH·H2O), C1(=CC=CC=C1)CCC[C@H](C(=O)N1C(OC[C@@H]1C(C)C)=O)C ((4S)-3-((2R)-5-Phenyl-2-methyl-1 -oxopentyl)-4-isopropyl-1,3-oxazolidin -2-one), S(=O)([O-])[O-].[Na+].[Na+] (sodium sulfite). Run in O (H2O), C1CCOC1 (THF), O (H2O), O (H2O). Run at temperature 0 celsius, time 1 hour. The product is C1(=CC=CC=C1)CCC[C@H](C(=O)O)C ((2R)-5-Phenyl-2-methylpentanoic acid). The yield is 68.9%. As a reaction SMILES: [C:1]1([CH2:7][CH2:8][CH2:9][C@@H:10]([CH3:22])[C:11](N2[C@@H](C(C)C)COC2=O)=[O:12])[CH:6]=[CH:5][CH:4]=[CH:3][CH:2]=1.O[Li].O.S([O-])([O-])=[O:27].[Na+].[Na+]>C1COCC1.O>[C:1]1([CH2:7][CH2:8][CH2:9][C@@H:10]([CH3:22])[C:11]([OH:12])=[O:27])[CH:2]=[CH:3][CH:4]=[CH:5][CH:6]=1 |f:1.2,3.4.5|. Procedure details: (4S)-3-((2R)-5-Phenyl-2-methyl-1 -oxopentyl)-4-isopropyl-1,3-oxazolidin -2-one (0.25 g, 0.83 mmol), prepared by the method described in J. Org. Chem. 59: 2261, (1994), was dissolved in 4.2 mL of 4:1 THF:H2O, cooled to 0° C. and purged with N2. 30% Hydrogen peroxide (0.34 mL) was added dropwise, followed by a dropwise addition of a solution of LiOH·H2O (31.9 mg, 1.3 mmol) and 1.7 mL H2O. The reaction mixture was stirred at 0° C. for 1 hour, then a solution of sodium sulfite (0.42 g, 3.3 mmol) in ...